From a dataset of the Open Reaction Database (ORD), a public repository of structured organic reaction records. describe an organic reaction: reactants, conditions, products, and yield Reactants: CCOP(=O)(CC#N)OCC, CCOC(C)=O, [H-], [Na+], C1CCOC1, O, O=Cc1cccnc1. Yields the product N#CC=Cc1cccnc1. Reaction SMILES: [C:3](#[N:4])[CH2:5][P:6](=[O:7])([O:8][CH2:9][CH3:10])[O:11][CH2:12][CH3:13].[CH3:22][CH2:23][O:24][C:25](=[O:26])[CH3:27].[H-:1].[Na+:2].[O:28]1[CH2:29][CH2:30][CH2:31][CH2:32]1.[OH2:33].[n:14]1[cH:15][c:16]([CH:20]=[O:21])[cH:17][cH:18][cH:19]1>>[C:3](#[N:4])[CH:5]=[CH:20][c:16]1[cH:15][n:14][cH:19][cH:18][cH:17]1.